From a dataset of the Open Reaction Database (ORD), a public repository of structured organic reaction records. describe an organic reaction: reactants, conditions, products, and yield The reactants are O=C1CCC(=O)N1Br, O=C(OOC(=O)c1ccccc1)c1ccccc1, CC(C)c1ccnc2ncnn12, ClC(Cl)(Cl)Cl. The product is CC(C)(Br)c1ccnc2ncnn12. As a reaction SMILES: [Br:13][N:14]1[C:15](=[O:16])[CH2:17][CH2:18][C:19]1=[O:20].[C:21]([O:22][O:23][C:24](=[O:25])[c:26]1[cH:27][cH:28][cH:29][cH:30][cH:31]1)(=[O:32])[c:33]1[cH:34][cH:35][cH:36][cH:37][cH:38]1.[CH3:1][CH:2]([CH3:3])[c:4]1[cH:5][cH:6][n:7][c:8]2[n:9]1[n:10][cH:11][n:12]2.[Cl:39][C:40]([Cl:41])([Cl:42])[Cl:43]>>[CH3:1][C:2]([CH3:3])([c:4]1[cH:5][cH:6][n:7][c:8]2[n:9]1[n:10][cH:11][n:12]2)[Br:13]. Yields the product C(C)OC(=O)N1C[C@H]([C@@H](CC1)O)C1=CC=CC=C1 (Trans-1-ethoxycarbonyl-3-phenyl-4-piperidinol). Reported procedure: To a solution of 48.4 g of 1-ethoxycarbonyl-3-phenyl-4-piperidone in 500 ml of denatured ethanol is added, dropwise at 0°-10° C. under nitrogen, a solution of 7.57 g of sodium borohydride in 325 ml of denatured ethanol, over a 30-minute period. After stirring overnight at room temperature the mixture is diluted with 1200 ml of saturated sodium chloride solution and stirred for one hour. The mixture is cautiously treated with 500 ml of 2 N hydrochloric acid and stirred until hydrogen evolution ha... Reaction conditions: time 8 hour. Reaction SMILES: [CH2:1]([O:3][C:4]([N:6]1[CH2:11][CH2:10][C:9](=[O:12])[CH:8]([C:13]2[CH:18]=[CH:17][CH:16]=[CH:15][CH:14]=2)[CH2:7]1)=[O:5])[CH3:2].[BH4-].[Na+].Cl.[H][H]>C(O)C.[Cl-].[Na+]>[CH2:1]([O:3][C:4]([N:6]1[CH2:11][CH2:10][C@@H:9]([OH:12])[C@H:8]([C:13]2[CH:14]=[CH:15][CH:16]=[CH:17][CH:18]=2)[CH2:7]1)=[O:5])[CH3:2] |f:1.2,6.7|. Reactants: [BH4-].[Na+] (sodium borohydride), [H][H] (hydrogen), C(C)OC(=O)N1CC(C(CC1)=O)C1=CC=CC=C1 (1-ethoxycarbonyl-3-phenyl-4-piperidone), Cl (hydrochloric acid). Solvent: C(C)O (ethanol), petroleum ether, [Cl-].[Na+] (sodium chloride), C(C)O (ethanol). Reactants: C(C)(C)(C)OC(=O)N1CCN(CC1)S(=O)(=O)CCCCl (4-tert-butoxycarbonyl-1-[(3-chloro-1-propyl)sulfonyl]piperazine), C([O-])(O)=O.[Na+] (sodium bicarbonate), C(C)(=O)[O-].[K+] (potassium acetate), O (water). The solvent is CN(C=O)C (N,N-dimethylformamide), C(C)(=O)OCC (ethyl acetate). Run at time 2 hour. Yields the product C(C)(C)(C)OC(=O)N1CCN(CC1)S(=O)(=O)CCCO (4-tert-Butoxycarbonyl-1-[(3-hydroxy-1-propyl)sulfonyl]piperazine). Reaction SMILES: [C:1]([O:5][C:6]([N:8]1[CH2:13][CH2:12][N:11]([S:14]([CH2:17][CH2:18][CH2:19]Cl)(=[O:16])=[O:15])[CH2:10][CH2:9]1)=[O:7])([CH3:4])([CH3:3])[CH3:2].C([O-])(=[O:23])C.[K+].O.C(=O)(O)[O-].[Na+]>CN(C)C=O.C(OCC)(=O)C>[C:1]([O:5][C:6]([N:8]1[CH2:13][CH2:12][N:11]([S:14]([CH2:17][CH2:18][CH2:19][OH:23])(=[O:16])=[O:15])[CH2:10][CH2:9]1)=[O:7])([CH3:4])([CH3:3])[CH3:2] |f:1.2,4.5|. Procedure: In N,N-dimethylformamide (10 ml), 4-tert-butoxycarbonyl-1-[(3-chloro-1-propyl)sulfonyl]piperazine (1.18 g) was dissolved, followed by the addition of potassium acetate (1.06 g). After stirring at room temperature for 2 hours, the reaction mixture was stirred under heat at 100° C. for 3 hours. The reaction mixture was diluted with ethyl acetate, followed by the addition of water and a saturated aqueous solution of sodium bicarbonate. After stirring, the organic layer so separated was washed with ... Product: NC(Cc1ccccc1)(c1cc(F)cc(C(F)(F)F)c1)c1ccc(Cl)cn1. Reaction SMILES: [CH3:35][OH:36].[CH3:43][CH2:44][O:45][C:46]([CH3:47])=[O:48].[Cl:1][c:2]1[cH:3][cH:4][c:5]([C:8]([CH2:9][c:10]2[cH:11][cH:12][cH:13][cH:14][cH:15]2)([c:16]2[cH:17][c:18]([F:26])[cH:19][c:20]([C:22]([F:23])([F:24])[F:25])[cH:21]2)[NH:27][S:28]([C:29]([CH3:30])([CH3:31])[CH3:32])=[O:33])[n:6][cH:7]1.[ClH:34].[O:37]1[CH2:38][CH2:39][O:40][CH2:41][CH2:42]1>>[Cl:1][c:2]1[cH:3][cH:4][c:5]([C:8]([CH2:9][c:10]2[cH:11][cH:12][cH:13][cH:14][cH:15]2)([c:16]2[cH:17][c:18]([F:26])[cH:19][c:20]([C:22]([F:23])([F:24])[F:25])[cH:21]2)[NH2:27])[n:6][cH:7]1. Starting materials: CO, CCOC(C)=O, CC(C)(C)S(=O)NC(Cc1ccccc1)(c1cc(F)cc(C(F)(F)F)c1)c1ccc(Cl)cn1, Cl, C1COCCO1. Starting materials: CO, NCCO, O=C(O)CCC(=O)NCCS. Yields the product O=C(CCC(=O)NCCS)NCCO. As a reaction SMILES: [CH3:16][OH:17].[NH2:12][CH2:13][CH2:14][OH:15].[SH:1][CH2:2][CH2:3][NH:4][C:5]([CH2:6][CH2:7][C:8](=[O:9])[OH:10])=[O:11]>>[SH:1][CH2:2][CH2:3][NH:4][C:5]([CH2:6][CH2:7][C:8](=[O:10])[NH:12][CH2:13][CH2:14][OH:15])=[O:11]. Starting materials: CC1=CSC2=NC(=C(C(=C21)C2=CC=C(C=C2)C)CC(=O)OC)C (methyl 2-(3,6-dimethyl-4-p-tolylthieno[2,3-b]pyridin-5-yl)acetate), [Li+].C[Si](C)(C)[N-][Si](C)(C)C (LHMDS), C1CCOC1 (THF), ICCC (1-iodopropane). Run in CN(C)C=O (DMF). Yields the product CC1=CSC2=NC(=C(C(=C21)C2=CC=C(C=C2)C)C(C(=O)OC)CCC)C (Methyl 2-(3,6-dimethyl-4-p-tolylthieno[2,3-b]pyridin-5-yl)pentanoate). Isolated yield 96.2%. RXN SMILES: [CH3:1][C:2]1[C:10]2[C:5](=[N:6][C:7]([CH3:23])=[C:8]([CH2:18][C:19]([O:21][CH3:22])=[O:20])[C:9]=2[C:11]2[CH:16]=[CH:15][C:14]([CH3:17])=[CH:13][CH:12]=2)[S:4][CH:3]=1.[Li+].C[Si]([N-][Si](C)(C)C)(C)C.[CH2:34]1[CH2:38]OC[CH2:35]1.ICCC>CN(C=O)C>[CH3:1][C:2]1[C:10]2[C:5](=[N:6][C:7]([CH3:23])=[C:8]([CH:18]([CH2:35][CH2:34][CH3:38])[C:19]([O:21][CH3:22])=[O:20])[C:9]=2[C:11]2[CH:12]=[CH:13][C:14]([CH3:17])=[CH:15][CH:16]=2)[S:4][CH:3]=1 |f:1.2|. Reported procedure: This compound was prepared according to the procedure C from methyl 2-(3,6-dimethyl-4-p-tolylthieno[2,3-b]pyridin-5-yl)acetate (0.080 g; 0.246 mmol), LHMDS 1N in THF (0.280 mL; 0.280 mmol), 1-iodopropane (0.040 mL; 0.410 mmol) in DMF (3.5 mL) for 3.5 h. Purification by flash chromatography on silica gel using a gradient of ethyl acetate (5-15%) in heptane furnished 0.087 g (96%) of the title compound as a white solid. Starting materials: [N+](=O)([O-])C=1C(=NNC1)C(=O)OCC (Ethyl 4-nitro-1H-pyrazole-3-carboxylate), N (ammonia). Yields the product [N+](=O)([O-])C=1C(=NNC1)C(=O)N (4-nitro-1H-pyrazole-3-carboxamide). Yield: 86.0%. Reaction SMILES: [N+:1]([C:4]1[C:5]([C:9]([O:11]CC)=O)=[N:6][NH:7][CH:8]=1)([O-:3])=[O:2].[NH3:14]>>[N+:1]([C:4]1[C:5]([C:9]([NH2:14])=[O:11])=[N:6][NH:7][CH:8]=1)([O-:3])=[O:2]. Procedure: Ethyl 4-nitro-1H-pyrazole-3-carboxylate (741 mg, 4 mmol) was heated at 90° C. with a concentrated solution of aqueous ammonia (28%, 20 ml) in a sealed vessel for 3 hours. The mixture was evaporated and the residue was triturated with diethyl ether to give 4-nitro-1H-pyrazole-3-carboxamide (0.54 g, 86% yield) as a white solid: Reactants: N#Cc1ccc(C=O)cc1, CC1=CC(=O)C(C)(c2ccc(F)cc2)O1, CCO, [Cl-], [Na+], [Na+], [OH-]. Yields the product CC1(c2ccc(F)cc2)OC(C=Cc2ccc(C#N)cc2)=CC1=O. RXN SMILES: [C:1](#[N:2])[c:3]1[cH:4][cH:5][c:6]([CH:7]=[O:8])[cH:9][cH:10]1.[CH3:11][C:12]1([c:19]2[cH:20][cH:21][c:22]([F:25])[cH:23][cH:24]2)[O:13][C:14]([CH3:18])=[CH:15][C:16]1=[O:17].[CH3:30][CH2:31][OH:32].[Cl-:29].[Na+:27].[Na+:28].[OH-:26]>>[C:1](#[N:2])[c:3]1[cH:4][cH:5][c:6]([CH:7]=[CH:18][C:14]2=[CH:15][C:16](=[O:17])[C:12]([CH3:11])([c:19]3[cH:20][cH:21][c:22]([F:25])[cH:23][cH:24]3)[O:13]2)[cH:9][cH:10]1.